Dataset: the Open Reaction Database (ORD), a public repository of structured organic reaction records. Task: describe an organic reaction: reactants, conditions, products, and yield The reactants are CC(NC(=O)Nc1ccc(C(C)(C)C)cc1)c1ccc(NS(C)(=O)=O)c(C#Cc2ccccc2)c1, CO, [Pb], [Pd]. Product: CC(NC(=O)Nc1ccc(C(C)(C)C)cc1)c1ccc(NS(C)(=O)=O)c(C=Cc2ccccc2)c1. As a reaction SMILES: [C:1]([CH3:2])([CH3:3])([CH3:4])[c:5]1[cH:6][cH:7][c:8]([NH:11][C:12]([NH:13][CH:14]([CH3:15])[c:16]2[cH:17][c:18]([C:27]#[C:28][c:29]3[cH:30][cH:31][cH:32][cH:33][cH:34]3)[c:19]([NH:22][S:23](=[O:24])(=[O:25])[CH3:26])[cH:20][cH:21]2)=[O:35])[cH:9][cH:10]1.[CH3:37][OH:38].[Pb:36].[Pd:39]>>[C:1]([CH3:2])([CH3:3])([CH3:4])[c:5]1[cH:6][cH:7][c:8]([NH:11][C:12]([NH:13][CH:14]([CH3:15])[c:16]2[cH:17][c:18]([CH:27]=[CH:28][c:29]3[cH:30][cH:31][cH:32][cH:33][cH:34]3)[c:19]([NH:22][S:23](=[O:24])(=[O:25])[CH3:26])[cH:20][cH:21]2)=[O:35])[cH:9][cH:10]1. The reactants are CC(C)(CCC1OCCO1)[N+](=O)[O-], CC(=O)O, CCO, O=Cc1ccc(F)cc1F, [Zn]. The product is CC(C)(CCC1OCCO1)[N+]([O-])=Cc1ccc(F)cc1F. RXN SMILES: [CH3:11][C:12]([CH2:13][CH2:14][CH:15]1[O:16][CH2:17][CH2:18][O:19]1)([CH3:20])[N+:21](=[O:22])[O-:23].[CH3:24][C:25](=[O:26])[OH:27].[CH3:28][CH2:29][OH:30].[F:1][c:2]1[c:3]([CH:4]=[O:5])[cH:6][cH:7][c:8]([F:10])[cH:9]1.[Zn:31]>>[F:1][c:2]1[c:3]([CH:4]=[N+:21]([C:12]([CH3:11])([CH2:13][CH2:14][CH:15]2[O:16][CH2:17][CH2:18][O:19]2)[CH3:20])[O-:22])[cH:6][cH:7][c:8]([F:10])[cH:9]1.